Dataset: the Open Reaction Database (ORD), a public repository of structured organic reaction records. Task: describe an organic reaction: reactants, conditions, products, and yield Starting materials: NC=1SC=C(N1)C1=CC=C(C=C1)[N+](=O)[O-] (2-amino-4-(4-nitro-phenyl)-thiazole). The solvent is CN(C)C=O (DMF). Product: NC=1SC=C(N1)C1=CC=C(C=C1)N (2-amino-4-(4-amino-phenyl)-thiazole). RXN SMILES: [NH2:1][C:2]1[S:3][CH:4]=[C:5]([C:7]2[CH:12]=[CH:11][C:10]([N+:13]([O-])=O)=[CH:9][CH:8]=2)[N:6]=1>CN(C=O)C>[NH2:1][C:2]1[S:3][CH:4]=[C:5]([C:7]2[CH:8]=[CH:9][C:10]([NH2:13])=[CH:11][CH:12]=2)[N:6]=1. Procedure details: Prepared by 2 hours' hydrogenation of 2-amino-4-(4-nitro-phenyl)-thiazole (melting point: 287-291° C.; prepared from ω-bromo-4-nitro-acetophenone and thiourea) in DMF on palladium/charcoal (10%) at 20° C. Reactants: FC(C1=CC=C(C=C1)/C=C/C=1OC=C(N1)COC1=CC=C(C=C1)CCCCN1N=NC=C1)(F)F (1-[4-[4-[[2-[(E)-2-[4-(Trifluoromethyl)phenyl]ethenyl]-1,3-oxazol-4-yl]methoxy]phenyl]butyl]-1H-1,2,3-triazole), O.C1(=CC=CC=C1)S(=O)(=O)O (benzenesulfonic acid monohydrate). Solvent: C(C)(=O)OCC (ethyl acetate), O1CCCC1 (tetrahydrofuran), O1CCCC1 (tetrahydrofuran). Run at time 2 hour. The product is C1(=CC=CC=C1)S(=O)(=O)O.FC(C1=CC=C(C=C1)/C=C/C=1OC=C(N1)COC1=CC=C(C=C1)CCCCN1N=NC=C1)(F)F (1-[4-[4-[[2-[(E)-2-[4-(trifluoromethyl)-phenyl]ethenyl]-1,3-oxazol-4-yl]methoxy]phenyl]butyl]-1H-1,2,3-triazole benzenesulfonate). Yield: 78.5%. RXN SMILES: [F:1][C:2]([F:34])([F:33])[C:3]1[CH:8]=[CH:7][C:6](/[CH:9]=[CH:10]/[C:11]2[O:12][CH:13]=[C:14]([CH2:16][O:17][C:18]3[CH:23]=[CH:22][C:21]([CH2:24][CH2:25][CH2:26][CH2:27][N:28]4[CH:32]=[CH:31][N:30]=[N:29]4)=[CH:20][CH:19]=3)[N:15]=2)=[CH:5][CH:4]=1.O.[C:36]1([S:42]([OH:45])(=[O:44])=[O:43])[CH:41]=[CH:40][CH:39]=[CH:38][CH:37]=1>C(OCC)(=O)C.O1CCCC1>[C:36]1([S:42]([OH:45])(=[O:44])=[O:43])[CH:41]=[CH:40][CH:39]=[CH:38][CH:37]=1.[F:34][C:2]([F:1])([F:33])[C:3]1[CH:4]=[CH:5][C:6](/[CH:9]=[CH:10]/[C:11]2[O:12][CH:13]=[C:14]([CH2:16][O:17][C:18]3[CH:23]=[CH:22][C:21]([CH2:24][CH2:25][CH2:26][CH2:27][N:28]4[CH:32]=[CH:31][N:30]=[N:29]4)=[CH:20][CH:19]=3)[N:15]=2)=[CH:7][CH:8]=1 |f:1.2,5.6|. Procedure details: 1-[4-[4-[[2-[(E)-2-[4-(Trifluoromethyl)phenyl]ethenyl]-1,3-oxazol-4-yl]methoxy]phenyl]butyl]-1H-1,2,3-triazole (1.0 g) was dissolved in ethyl acetate (50 ml) and tetrahydrofuran (5 ml). A solution of benzenesulfonic acid monohydrate (376 mg) in tetrahydrofuran (5 ml) was added dropwise. The crystals were precipitated. The mixture was stirred room temperature for 2 hours and filtrated. The mixture was washed with ethyl acetate/isopropyl ether=1/1 (3 ml) and dried under reduced pressure (40° C.) t... The reactants are CCN(C(C)C)C(C)C, O=C(Cl)Oc1ccc([N+](=O)[O-])cc1, ClCCl, CNC(=O)CO. Yields the product CNC(=O)COC(=O)Oc1ccc([N+](=O)[O-])cc1. Reaction SMILES: [CH:7]([N:8]([CH:9]([CH3:10])[CH3:11])[CH2:12][CH3:13])([CH3:14])[CH3:15].[Cl:16][C:17](=[O:18])[O:19][c:20]1[cH:21][cH:22][c:23]([N+:26](=[O:27])[O-:28])[cH:24][cH:25]1.[Cl:29][CH2:30][Cl:31].[OH:1][CH2:2][C:3](=[O:4])[NH:5][CH3:6]>>[O:1]([CH2:2][C:3](=[O:4])[NH:5][CH3:6])[C:17](=[O:18])[O:19][c:20]1[cH:21][cH:22][c:23]([N+:26](=[O:27])[O-:28])[cH:24][cH:25]1. Starting materials: C=CC (propylene), C=CCC (1-butene), C(C)[Al](CC)CC (triethylaluminum), C=C (ethylene). Reagents/catalysts: metallocene. Conditions: temperature 40 celsius, time 15 minute. The product is C=CC.C=C.C=CCC (propylene/ethylene/1-butene). As a reaction SMILES: [CH2:1]=[CH:2][CH3:3].[CH2:4]=[CH:5][CH2:6][CH3:7].C([Al](CC)CC)C.C=C>>[CH2:1]=[CH:2][CH3:3].[CH2:4]=[CH2:5].[CH2:4]=[CH:5][CH2:6][CH3:7] |f:4.5.6|. Procedure details: A 1.5-1 autoclave purged completely with nitrogen and equipped with a stirrer was charged with 1 l of liquefied propylene, 40 g of 1-butene and 1 mmol of triethylaluminum, and the mixture was stirred at 40° C. for 15 minutes. Subsequently, the autoclave was pressurized with ethylene, the pressure within the autoclave was kept at 1.63 MPa, and stirring was continued for 30 minutes. Further, 31 mg of the preactivated, supported metallocene catalyst as prepared above were added, and the copolymeriz...